From a dataset of the Open Reaction Database (ORD), a public repository of structured organic reaction records. describe an organic reaction: reactants, conditions, products, and yield Conditions: time 2 hour. Reaction SMILES: [CH:1]1[C:9]2[C:8]3[CH:10]=[CH:11][CH:12]=[CH:13][C:7]=3[O:6][C:5]=2[CH:4]=[CH:3][CH:2]=1.C(=O)=O.CC(O)C.C([Li])CCC.CCCCCC.Cl[Si:33]([C:46]1[CH:51]=[CH:50][CH:49]=[CH:48][CH:47]=1)([C:40]1[CH:45]=[CH:44][CH:43]=[CH:42][CH:41]=1)[C:34]1[CH:39]=[CH:38][CH:37]=[CH:36][CH:35]=1>C1COCC1.CCOCC>[CH:1]1[C:9]2[C:8]3[CH:10]=[CH:11][CH:12]=[CH:13][C:7]=3[O:6][C:5]=2[C:4]([Si:33]([C:40]2[CH:41]=[CH:42][CH:43]=[CH:44][CH:45]=2)([C:46]2[CH:51]=[CH:50][CH:49]=[CH:48][CH:47]=2)[C:34]2[CH:35]=[CH:36][CH:37]=[CH:38][CH:39]=2)=[CH:3][CH:2]=1 |f:1.2|. The solvent is CCOCC (ether), C1CCOC1 (THF). Procedure details: Dibenzo[b,d]furan (5.00 g, 29.7 mmol) was dissolved in THF (150 mL), and cooled in the CO2/i-PrOH bath. n-Butyllithium solution in hexane (2.5 M, 12.49 mL, 31.2 mmol) was added dropwise by syringe. After addition, it was stirred at room temperature for 2 hours, and cooled again in the CO2/i-PrOH bath. Chlorotriphenylsilane (8.77 g, 29.7 mmol) in ether (50 mL) was added dropwise into the reaction solution. The reaction was gradually warmed to room temperature and stirred overnight. After evaporat... The yield is 64.7%. The product is C1=CC=C(C=2OC3=C(C21)C=CC=C3)[Si](C3=CC=CC=C3)(C3=CC=CC=C3)C3=CC=CC=C3 (dibenzo[b,d]furan-4-yltriphenylsilane). Reactants: Cl[Si](C1=CC=CC=C1)(C1=CC=CC=C1)C1=CC=CC=C1 (Chlorotriphenylsilane), C(=O)=O.CC(C)O (CO2 i-PrOH), C1=CC=CC=2OC3=C(C21)C=CC=C3 (Dibenzo[b,d]furan), C(CCC)[Li] (n-Butyllithium), CCCCCC (hexane), C(=O)=O.CC(C)O (CO2 i-PrOH). Reactants: C1CCOC1, C[Si](C)(C)N=C=O, O=C1CN(S(=O)(=O)c2cc3ccc(Cl)cc3s2)CCN1CC1CCNCC1, ClCCCl. Product: NC(=O)N1CCC(CN2CCN(S(=O)(=O)c3cc4ccc(Cl)cc4s3)CC2=O)CC1. RXN SMILES: [CH2:39]1[O:40][CH2:41][CH2:42][CH2:43]1.[CH3:28][Si:29]([CH3:30])([CH3:31])[N:32]=[C:33]=[O:34].[Cl:1][c:2]1[cH:3][cH:4][c:5]2[c:6]([s:7][c:8]([S:10](=[O:11])(=[O:12])[N:13]3[CH2:14][C:15](=[O:26])[N:16]([CH2:19][CH:20]4[CH2:21][CH2:22][NH:23][CH2:24][CH2:25]4)[CH2:17][CH2:18]3)[cH:9]2)[cH:27]1.[Cl:35][CH2:36][CH2:37][Cl:38]>>[Cl:1][c:2]1[cH:3][cH:4][c:5]2[c:6]([s:7][c:8]([S:10](=[O:11])(=[O:12])[N:13]3[CH2:14][C:15](=[O:26])[N:16]([CH2:19][CH:20]4[CH2:21][CH2:22][N:23]([C:33]([NH2:32])=[O:34])[CH2:24][CH2:25]4)[CH2:17][CH2:18]3)[cH:9]2)[cH:27]1. Starting materials: N1C(CCC1)CCC=1C=C(C#N)C=CC1 (3-(2-Pyrrolidin-2-(R,S)-ylethyl)-benzonitrile), COC1=CC=C(C=N1)C1=CC=C(C(=O)O)C=C1 (4-(6-Methoxy-pyridin-3-yl)-benzoic acid), CN(C)C(=[N+](C)C)ON1C2=C(C=CC=C2)N=N1.[B-](F)(F)(F)F (TBTU), C(C)(C)N(CC)C(C)C (Diisopropylethylamine). Run in CN(C)C=O (DMF), CCOC(=O)C (EtOAc), CN(C)C=O (DMF). Yields the product COC1=CC=C(C=N1)C1=CC=C(C(=O)N2C(CCC2)CCC=2C=C(C#N)C=CC2)C=C1 (3-(2-{1-[4-(6-Methoxy-pyridin-3-yl)-benzoyl]-pyrrolidin-2-(R,S)-yl}-ethyl)-benzonitrile). The yield is 44.0%. As a reaction SMILES: [CH3:1][O:2][C:3]1[N:8]=[CH:7][C:6]([C:9]2[CH:17]=[CH:16][C:12]([C:13]([OH:15])=O)=[CH:11][CH:10]=2)=[CH:5][CH:4]=1.C(N(C(C)C)CC)(C)C.CN(C(ON1N=NC2C=CC=CC1=2)=[N+](C)C)C.[B-](F)(F)(F)F.[NH:49]1[CH2:53][CH2:52][CH2:51][CH:50]1[CH2:54][CH2:55][C:56]1[CH:57]=[C:58]([CH:61]=[CH:62][CH:63]=1)[C:59]#[N:60]>CCOC(C)=O.CN(C=O)C>[CH3:1][O:2][C:3]1[N:8]=[CH:7][C:6]([C:9]2[CH:10]=[CH:11][C:12]([C:13]([N:49]3[CH2:53][CH2:52][CH2:51][CH:50]3[CH2:54][CH2:55][C:56]3[CH:57]=[C:58]([CH:61]=[CH:62][CH:63]=3)[C:59]#[N:60])=[O:15])=[CH:16][CH:17]=2)=[CH:5][CH:4]=1 |f:2.3|. Procedure: A flask containing 4-(6-Methoxy-pyridin-3-yl)-benzoic acid (0.114 g, 0.5 mmol) and DMF (3 mL) is stirred. To this is added Diisopropylethylamine (87 uL, 0.5 mmol) followed by TBTU (0.16 g, 0.5 mmol) and stirred 2 minutes. A solution of 3-(2-Pyrrolidin-2-(R,S)-ylethyl)-benzonitrile (0.10 g, 0.5 mmol) and DMF (1 mL) is added and the reaction stirred for 24 h. The reaction mixture is diluted with EtOAc (100 mL) and washed with saturated sodium bicarbonate (4×20 mL), brine (25 mL), dried over MgSO4 ... The reactants are O1C(=CC=C1)C=1OC(=C(N1)/C=C/C1=CC=C(CO)C=C1)C ((E)-4-[2-[2-(2-Furyl)-5-methyl-4-oxazolyl]vinyl]benzyl alcohol). Reagents/catalysts: [O-2].[O-2].[Mn+4] (manganese dioxide). The product is O1C(=CC=C1)C=1OC(=C(N1)/C=C/C1=CC=C(C=O)C=C1)C ((E)-4-[2-[2-(2-furyl)-5-methyl-4-oxazolyl]vinyl]benzaldehyde). RXN SMILES: [O:1]1[CH:5]=[CH:4][CH:3]=[C:2]1[C:6]1[O:7][C:8]([CH3:21])=[C:9](/[CH:11]=[CH:12]/[C:13]2[CH:20]=[CH:19][C:16]([CH2:17][OH:18])=[CH:15][CH:14]=2)[N:10]=1>[O-2].[O-2].[Mn+4]>[O:1]1[CH:5]=[CH:4][CH:3]=[C:2]1[C:6]1[O:7][C:8]([CH3:21])=[C:9](/[CH:11]=[CH:12]/[C:13]2[CH:14]=[CH:15][C:16]([CH:17]=[O:18])=[CH:19][CH:20]=2)[N:10]=1 |f:1.2.3|. Reported procedure: (E)-4-[2-[2-(2-Furyl)-5-methyl-4-oxazolyl]vinyl]benzyl alcohol was oxidized with activated manganese dioxide in the same manner as in Reference Example 25 to yield (E)-4-[2-[2-(2-furyl)-5-methyl-4-oxazolyl]vinyl]benzaldehyde, which was then recrystallized from ethyl acetate to yield colorless prisms having a melting point of 209°-210° C. Starting materials: C1CCOC1 (THF), O=C1OC2=C(N1)C=CC(=C2)S(=O)(=O)Cl (2-oxo-2,3-dihydrobenzo[d]oxazole-6-sulfonyl chloride), C1CCOC1 (THF), COC1=C(CNC=2SC=NN2)C=CC(=C1)OC (N-(2,4-dimethoxybenzyl)-1,3,4-thiadiazol-2-amine), COC1=C(CNC=2SC=NN2)C=CC(=C1)OC (N-(2,4-dimethoxybenzyl)-1,3,4-thiadiazol-2-amine), N#N (N2). The solvent is CCOC(=O)C (EtOAc), CCOC(=O)C (EtOAc). Run at temperature -78 celsius, time 10 minute. Product: COC1=C(CN(S(=O)(=O)C2=CC3=C(NC(O3)=O)C=C2)C=2SC=NN2)C=CC(=C1)OC (N-(2,4-dimethoxybenzyl)-2-oxo-N-(1,3,4-thiadiazol-2-yl)-2,3-dihydrobenzo[d]oxazole-6-sulfonamide). Yield: 71.8%. As a reaction SMILES: [CH3:1][O:2][C:3]1[CH:15]=[C:14]([O:16][CH3:17])[CH:13]=[CH:12][C:4]=1[CH2:5][NH:6][C:7]1[S:8][CH:9]=[N:10][N:11]=1.N#N.C1COCC1.[O:25]=[C:26]1[NH:30][C:29]2[CH:31]=[CH:32][C:33]([S:35](Cl)(=[O:37])=[O:36])=[CH:34][C:28]=2[O:27]1>CCOC(C)=O>[CH3:1][O:2][C:3]1[CH:15]=[C:14]([O:16][CH3:17])[CH:13]=[CH:12][C:4]=1[CH2:5][N:6]([C:7]1[S:8][CH:9]=[N:10][N:11]=1)[S:35]([C:33]1[CH:32]=[CH:31][C:29]2[NH:30][C:26](=[O:25])[O:27][C:28]=2[CH:34]=1)(=[O:37])=[O:36]. Procedure: A round bottom flask was charged with N-(2,4-dimethoxybenzyl)-1,3,4-thiadiazol-2-amine (INTERMEDIATE Y) (0.689 g, 2.74 mmol), a septum and N2 line were attached. THF (4.57 mL) was added and when the solution became homogeneous, it was cooled to −78° C. After 10 min, added a THF solution of 2-oxo-2,3-dihydrobenzo[d]oxazole-6-sulfonyl chloride (ASDI) (0.621 g, 2.66 mmol) dropwise over 5 minutes (still at −78° C.). When the addition was complete, the cold bath was removed and the mixture was allowe... Reactants: C, CCOC(=O)Cc1cn(Cc2ccccc2)nc1OCc1ccccc1, CCO, C1CCOC1, [Pd]. Yields the product CCOC(=O)Cc1cn(Cc2ccccc2)nc1O. Reaction SMILES: [C:32].[CH2:1]([c:2]1[cH:3][cH:4][cH:5][cH:6][cH:7]1)[n:8]1[n:9][c:10]([O:19][CH2:20][c:21]2[cH:22][cH:23][cH:24][cH:25][cH:26]2)[c:11]([CH2:13][C:14](=[O:15])[O:16][CH2:17][CH3:18])[cH:12]1.[CH3:34][CH2:35][OH:36].[O:27]1[CH2:28][CH2:29][CH2:30][CH2:31]1.[Pd:33]>>[CH2:1]([c:2]1[cH:3][cH:4][cH:5][cH:6][cH:7]1)[n:8]1[n:9][c:10]([OH:19])[c:11]([CH2:13][C:14](=[O:15])[O:16][CH2:17][CH3:18])[cH:12]1.